Dataset: the Open Reaction Database (ORD), a public repository of structured organic reaction records. Task: describe an organic reaction: reactants, conditions, products, and yield Starting materials: FC(COC1=C(C=C(C=N1)C(C)=O)C)(C)F (1-(6-(2,2-difluoropropoxy)-5-methylpyridin-3-yl)ethanone), CC(C)(C)[S@@](=O)N ((R)-2-methylpropane-2-sulfinamide), Amine-1. Yields the product FC(COC1=C(C=C(C=N1)C(C)N[S@](=O)C(C)(C)C)C)(C)F ((R)—N-(1-(6-(2,2-difluoropropoxy)-5-methylpyridin-3-yl)ethyl)-2-methylpropane-2-sulfinamide). Yield: 61.0%. RXN SMILES: [F:1][C:2]([F:16])([CH3:15])[CH2:3][O:4][C:5]1[N:10]=[CH:9][C:8]([C:11](=O)[CH3:12])=[CH:7][C:6]=1[CH3:14].[CH3:17][C:18]([S@:21]([NH2:23])=[O:22])([CH3:20])[CH3:19]>>[F:1][C:2]([F:16])([CH3:15])[CH2:3][O:4][C:5]1[N:10]=[CH:9][C:8]([CH:11]([NH:23][S@@:21]([C:18]([CH3:20])([CH3:19])[CH3:17])=[O:22])[CH3:12])=[CH:7][C:6]=1[CH3:14]. Procedure details: The title compound is prepared in 61% yield (481 mg, colorless oil) from 1-(6-(2,2-difluoropropoxy)-5-methylpyridin-3-yl)ethanone (545 mg, 2.38 mmol, Step-3) and (R)-2-methylpropane-2-sulfinamide (346 mg, 2.85 mmol) in a similar manner to Step-4 of Amine-1. The reactants are stannous chloride, lactal carbonate, C1([C@@H](O)[C@H](O)[C@H](O)[C@@H](O1)C)F (fucosyl fluoride), C(C)(C)(C)C=1C(=NC=CC1)C(C)(C)C (di-tert-butyl pyridine), CCOCC (ether). Reagents/catalysts: Cl(=O)(=O)(=O)[O-].[Ag+] (silver perchlorate). Conditions: time 2 hour. Yields the product O1C=C[C@@H](O)[C@@H](O)[C@H]1CO (galactal). Isolated yield 51.0%. Reaction SMILES: [CH:1]1(F)[O:9][C@@H:8]([CH3:10])[C@@H:6]([OH:7])[C@@H:4]([OH:5])[C@@H:2]1O.C(C1C(C(C)(C)C)=NC=CC=1)(C)(C)C.CC[O:28]CC>Cl([O-])(=O)(=O)=O.[Ag+]>[O:9]1[C@H:8]([CH2:10][OH:28])[C@H:6]([OH:7])[C@H:4]([OH:5])[CH:2]=[CH:1]1 |f:3.4|. Reported procedure: To 2.00 g (2.47 mmol) of lactal carbonate 8c was added 4.44 g (9.86 mmol) of fucosyl fluoride 9c. The mixture was azeotroped 5 times with benzene and placed under high vacuum for two hours. Under an argon atmosphere 2.77 mL (12.33 mmol) of di-tert-butyl pyridine and 16 mL of dry ether were added. 2.0 g of freshly activated 4 Å molecular sieves were added and the mixture stirred one hour at room temperature. In an argon glove bag, 2.34 g (12.33 mmol) of stannous chloride (SnCl2) and 2.56 g (12.33... The reactants are CO, CC(O)N1CCCC1=O. Product: COC(C)N1CCCC1=O. As a reaction SMILES: [CH3:10][OH:11].[OH:1][CH:2]([CH3:3])[N:4]1[C:5](=[O:9])[CH2:6][CH2:7][CH2:8]1>>[O:1]([CH:2]([CH3:3])[N:4]1[C:5](=[O:9])[CH2:6][CH2:7][CH2:8]1)[CH3:10]. The product is O=[N+]([O-])c1cc(F)cc(Cl)c1O. Starting materials: CC(=O)O, Oc1ccc(F)cc1Cl, O, O=[N+]([O-])O. RXN SMILES: [CH3:10][C:11](=[O:12])[OH:13].[Cl:1][c:2]1[c:3]([OH:9])[cH:4][cH:5][c:6]([F:8])[cH:7]1.[OH2:18].[OH:14][N+:15]([O-:16])=[O:17]>>[Cl:1][c:2]1[c:3]([OH:9])[c:4]([N+:15](=[O:14])[O-:16])[cH:5][c:6]([F:8])[cH:7]1. Starting materials: ClC=1C=C(C=O)C=CC1Cl (3,4-Dichlorobenzaldehyde), C(#N)CC(=O)O (cyanoacetic acid). The solvent is N1=CC=CC=C1 (pyridine). Product: ClC=1C=C(\C=C/C#N)C=CC1Cl (cis-3,4-Dichlorocinnamonitrile). RXN SMILES: [Cl:1][C:2]1[CH:3]=[C:4]([CH:7]=[CH:8][C:9]=1[Cl:10])[CH:5]=O.[C:11]([CH2:13]C(O)=O)#[N:12]>N1C=CC=CC=1>[Cl:1][C:2]1[CH:3]=[C:4]([CH:7]=[CH:8][C:9]=1[Cl:10])/[CH:5]=[CH:13]\[C:11]#[N:12]. Procedure details: 3,4-Dichlorobenzaldehyde (175 gms; 1 m), cyanoacetic acid (100 g; 1.15 m), and pyridine were refluxed for one day. Evaporation produced an oil which was fractionally distilled using a column (1 ft. long, 1/2 inch diameter) filled with glass helices. Overall yield 88.9 g (45%; 30% cis/70% trans). Reactants: CN1N=NN(C1)S[C@H]1[C@@H](C(N1)=O)NC(C1=CC=CC=C1)(C1=CC=CC=C1)C1=CC=CC=C1 ((3R,4S)-4-(1-methyl-1H-tetrazol-4-yl)thio-3-tritylamino-2-oxoazetidine), O.C1(=CC=C(C=C1)S(=O)(=O)O)C (p-toluenesulfonic acid monohydrate), ClCC(=O)NC=1SC=C(N1)C(C(=O)O)=NOC (2-(2-chloroacetamidothiazol-4-yl)-2-methoxyiminoacetic acid). The solvent is CC(=O)C (acetone). Yields the product ClCC(=O)NC=1SC=C(N1)C(C(=O)N[C@@H]1C(N[C@H]1SN1N=NN(C1)C)=O)=NOC ((3R,4S)-3-[2-(2-chloroacetamidothiazol-4-yl)-2-methoxyiminoacetamido]-4-(1-methyl-1H-tetrazol-4-yl)thio-2-oxoazetidine). Yield: 55.9%. Reaction SMILES: [CH3:1][N:2]1[CH2:6][N:5]([S:7][C@@H:8]2[NH:11][C:10](=[O:12])[C@H:9]2[NH:13]C(C2C=CC=CC=2)(C2C=CC=CC=2)C2C=CC=CC=2)[N:4]=[N:3]1.O.C1(C)C=CC(S(O)(=O)=O)=CC=1.[Cl:45][CH2:46][C:47]([NH:49][C:50]1[S:51][CH:52]=[C:53]([C:55](=[N:59][O:60][CH3:61])[C:56]([OH:58])=O)[N:54]=1)=[O:48]>CC(C)=O>[Cl:45][CH2:46][C:47]([NH:49][C:50]1[S:51][CH:52]=[C:53]([C:55](=[N:59][O:60][CH3:61])[C:56]([NH:13][C@H:9]2[C@H:8]([S:7][N:5]3[CH2:6][N:2]([CH3:1])[N:3]=[N:4]3)[NH:11][C:10]2=[O:12])=[O:58])[N:54]=1)=[O:48] |f:1.2|. Reported procedure: Following the procedure of Reference Example 66B, solution of 1.12 g of (3R,4S)-4-(1-methyl-1H-tetrazol-4-yl)thio-3-tritylamino-2-oxoazetidine in 5 ml of acetone, 0.491 g of p-toluenesulfonic acid monohydrate and 0.788 g of 2-(2-chloroacetamidothiazol-4-yl)-2-methoxyiminoacetic acid is treated to give 0.650 g of (3R,4S)-3-[2-(2-chloroacetamidothiazol-4-yl)-2-methoxyiminoacetamido]-4-(1-methyl-1H-tetrazol-4-yl)thio-2-oxoazetidine. Reactants: O=C([O-])[O-], CI, CCOC(C)=O, O=c1[nH]c2c(F)cccc2c(=O)o1, [Na+], [Na+], CN(C)C=O. Product: Cn1c(=O)oc(=O)c2cccc(F)c21. RXN SMILES: [C:14](=[O:15])([O-:16])[O-:17].[CH3:20][I:21].[CH3:27][CH2:28][O:29][C:30](=[O:31])[CH3:32].[F:1][c:2]1[cH:3][cH:4][cH:5][c:6]2[c:7]1[nH:8][c:9](=[O:13])[o:10][c:11]2=[O:12].[Na+:18].[Na+:19].[O:22]=[CH:23][N:24]([CH3:25])[CH3:26]>>[F:1][c:2]1[cH:3][cH:4][cH:5][c:6]2[c:7]1[n:8]([CH3:14])[c:9](=[O:13])[o:10][c:11]2=[O:12].